This data is from the Open Reaction Database (ORD), a public repository of structured organic reaction records. The task is: describe an organic reaction: reactants, conditions, products, and yield Reactants: N=1N(C=C2C=CC=CC12)C1=C(C(=O)OCC)C=CC=N1 (ethyl 2-(2H-indazol-2-yl)nicotinate), aqueous solution, [OH-].[Na+] (sodium hydroxide). The solvent is O1CCCC1 (tetrahydrofurane), CO (methanol). Product: N=1N(C=C2C=CC=CC12)C1=C(C(=O)O)C=CC=N1 (2-(2H-Indazol-2-yl)nicotinic acid). The yield is 95.8%. RXN SMILES: [N:1]1[N:2]([C:10]2[N:20]=[CH:19][CH:18]=[CH:17][C:11]=2[C:12]([O:14]CC)=[O:13])[CH:3]=[C:4]2[C:9]=1[CH:8]=[CH:7][CH:6]=[CH:5]2.[OH-].[Na+]>O1CCCC1.CO>[N:1]1[N:2]([C:10]2[N:20]=[CH:19][CH:18]=[CH:17][C:11]=2[C:12]([OH:14])=[O:13])[CH:3]=[C:4]2[C:9]=1[CH:8]=[CH:7][CH:6]=[CH:5]2 |f:1.2|. Procedure details: To a solution of ethyl 2-(2H-indazol-2-yl)nicotinate (3.44 g, 12.87 mmol; prepared according to procedures of WO 2008/080969) in a mixture of tetrahydrofurane (THF) (50 ml) and methanol (100 ml) a 2 M aqueous solution of sodium hydroxide (20 ml) was added and stirred over night at room temperature. The mixture then was concentrated. Water (200 ml) and then a 2 N aqueous solution of hydrochloric acid (HCl) (40 ml) were added, and the immediately formed solid was filtered off under suction. Treatm... Starting materials: ClC=1C=CC=2N(N1)C(=CN2)C(C)C=2C=C1C=CC=NC1=CC2F ((rac)-6-[1-(6-chloro-imidazo[1,2-b]pyridazin-3-yl)ethyl]-7-fluoro-quinoline), ClC=1C=CC=2N(N1)C(=CN2)C(C)C=2C=C1C=CC=NC1=CC2F ((rac)-6-[1-(6-chloro-imidazo[1,2-b]pyridazin-3-yl)ethyl]-7-fluoro-quinoline), C(C)(=O)N1CCNCC1 (1-acetylpiperazine). Product: FC1=C(C=C2C=CC=NC2=C1)C(C)C1=CN=C2N1N=C(C=C2)N2CCN(CC2)C(C)=O ((rac)-1-(4-{3-[1-(7-Fluoro-quinolin-6-yl)-ethyl]-imidazo[1,2-b]pyridazin-6-yl}-piperazin-1-yl)ethanone). Reaction SMILES: Cl[C:2]1[CH:3]=[CH:4][C:5]2[N:6]([C:8]([CH:11]([C:13]3[CH:14]=[C:15]4[C:20](=[CH:21][C:22]=3[F:23])[N:19]=[CH:18][CH:17]=[CH:16]4)[CH3:12])=[CH:9][N:10]=2)[N:7]=1.[C:24]([N:27]1[CH2:32][CH2:31][NH:30][CH2:29][CH2:28]1)(=[O:26])[CH3:25]>>[F:23][C:22]1[CH:21]=[C:20]2[C:15]([CH:16]=[CH:17][CH:18]=[N:19]2)=[CH:14][C:13]=1[CH:11]([C:8]1[N:6]2[N:7]=[C:2]([N:30]3[CH2:31][CH2:32][N:27]([C:24](=[O:26])[CH3:25])[CH2:28][CH2:29]3)[CH:3]=[CH:4][C:5]2=[N:10][CH:9]=1)[CH3:12]. Procedure: The title compound was prepared in analogy to Example 38 using (rac)-6-[1-(6-chloro-imidazo[1,2-b]pyridazin-3-yl)-ethyl]-7-fluoro-quinoline (Intermediate K, 50 mg, 0.153 mmol) and 1-acetylpiperazine (39.2 mg, 0.306 mmol) (tR 3.33 min (conditions 5), MH+=419, 1H-NMR in DMSO-d6: 8.83 (d, 1H); 8.30 (d, 1H); 7.83 (d, 1H); 7.74 (d, 1H); 7.56 (s, 1H); 7.44 (m, 1H); 7.10 (d, 1H); 4.87 (m, 1H); 3.37 (m, 8H); 1.98 (s, 3H); 1.78 (d, 3H)). The reactants are ClCC1=CC=C(C=C1)C1=NC(=NO1)CC1CCN(CC1)C1CCCC1 (4-[5-(4-chloromethylphenyl)[1,2,4]oxadiazol-3-ylmethyl]-1-cyclopentylpiperidine), FC1=CC=C(C=C1)C=1CCNCC1 (4-(4-fluorophenyl)-1,2,3,6-tetrahydropyridine). Product: Cl.Cl.C1(CCCC1)N1CCC(CC1)CC1=NOC(=N1)C1=CC=C(CN2CCC(=CC2)C2=CC=C(C=C2)F)C=C1 (1-{4-[3-((1-Cyclopentylpiperidin-4-yl)methyl)[1,2,4]oxadiazol-5-yl]benzyl}-4-(4-fluoro-phenyl)-1,2,3,6-tetrahydropyridine, dihydrochloride). RXN SMILES: [Cl:1][CH2:2][C:3]1[CH:8]=[CH:7][C:6]([C:9]2[O:13][N:12]=[C:11]([CH2:14][CH:15]3[CH2:20][CH2:19][N:18]([CH:21]4[CH2:25][CH2:24][CH2:23][CH2:22]4)[CH2:17][CH2:16]3)[N:10]=2)=[CH:5][CH:4]=1.[F:26][C:27]1[CH:32]=[CH:31][C:30]([C:33]2[CH2:34][CH2:35][NH:36][CH2:37][CH:38]=2)=[CH:29][CH:28]=1>>[ClH:1].[ClH:1].[CH:21]1([N:18]2[CH2:17][CH2:16][CH:15]([CH2:14][C:11]3[N:10]=[C:9]([C:6]4[CH:7]=[CH:8][C:3]([CH2:2][N:36]5[CH2:35][CH:34]=[C:33]([C:30]6[CH:31]=[CH:32][C:27]([F:26])=[CH:28][CH:29]=6)[CH2:38][CH2:37]5)=[CH:4][CH:5]=4)[O:13][N:12]=3)[CH2:20][CH2:19]2)[CH2:22][CH2:23][CH2:24][CH2:25]1 |f:2.3.4|. Procedure: The title compound was prepared by a similar procedure to that described in Example 23, starting from 4-[5-(4-chloromethylphenyl)[1,2,4]oxadiazol-3-ylmethyl]-1-cyclopentylpiperidine and 4-(4-fluorophenyl)-1,2,3,6-tetrahydropyridine. HPLC: Rt=11.63 min. The reactants are C1(=CC=C(C=C1)O)C1=CC=CC=C1 ([1,1′-biphenyl]-4-ol), solution, C(=O)(Cl)Cl (phosgene), [H-].[Na+] (sodium hydride). Run in ClCCl (dichloromethane), C1(=CC=CC=C1)C (toluene). Run at time 3 hour. The product is C1(=CC=C(C=C1)OC(=O)Cl)C1=CC=CC=C1 ([1,1′-Biphenyl-4-yl]chloroformate). As a reaction SMILES: [C:1]1([C:8]2[CH:13]=[CH:12][CH:11]=[CH:10][CH:9]=2)[CH:6]=[CH:5][C:4]([OH:7])=[CH:3][CH:2]=1.[H-].[Na+].[C:16](Cl)([Cl:18])=[O:17]>ClCCl.C1(C)C=CC=CC=1>[C:1]1([C:8]2[CH:13]=[CH:12][CH:11]=[CH:10][CH:9]=2)[CH:2]=[CH:3][C:4]([O:7][C:16]([Cl:18])=[O:17])=[CH:5][CH:6]=1 |f:1.2|. Procedure: 2.00 g (11.75 mmol) of [1,1′-biphenyl]-4-ol in suspension in 50 ml of dichloromethane are introduced into a 50-ml three-necked flask, 0.47 g (11.75 mmol) of 60% sodium hydride in mineral oil is added portionwise, and the solvent is evaporated off under reduced pressure. A white solid is obtained which is added over 1 h to 6.84 ml (12.92 mmol) of a 20% solution of phosgene in toluene at 30° C. and left in contact for 3 h. Starting materials: C1(CCCCC1)C(C1=C(OC(=C1)C=1C=NN(C1)C)C)NC1=CC=C(C(=O)O)C=C1 (4-({cyclohexyl[2-methyl-5-(1-methyl-1H-pyrazol-4-yl)furan-3-yl]methyl}amino)benzoic acid), CNCCC(=O)OCC (ethyl 3-(methylamino)propanoate), Cl.C(C)N=C=NCCCN(C)C (1-ethyl-3-(3-dimethylaminopropyl)carbodiimide hydrochloride), O.OC1=CC=CC=2NN=NC21 (hydroxybenzotriazole monohydrate). The solvent is C(C)(=O)OCC (Ethyl acetate), CN(C=O)C (N,N-dimethylformamide), C(C)N(CC)CC (triethylamine). Conditions: time 1 hour. Yields the product C1(CCCCC1)C(C1=C(OC(=C1)C=1C=NN(C1)C)C)NC1=CC=C(C=C1)C(=O)N(CCC(=O)O)C (3-({[4-({cyclohexyl[2-methyl-5-(1-methyl-1H-pyrazol-4-yl)furan-3-yl]methyl}amino)phenyl]carbonyl}(methyl)amino)propanoic acid). Yield: 66.4%. Reaction SMILES: [CH:1]1([CH:7]([NH:20][C:21]2[CH:29]=[CH:28][C:24](C(O)=O)=[CH:23][CH:22]=2)[C:8]2[CH:12]=[C:11]([C:13]3[CH:14]=[N:15][N:16]([CH3:18])[CH:17]=3)[O:10][C:9]=2[CH3:19])[CH2:6][CH2:5][CH2:4][CH2:3][CH2:2]1.[CH3:30][NH:31][CH2:32][CH2:33][C:34]([O:36]CC)=[O:35].Cl.C(N=C=NCCCN(C)C)C.O.[OH:52][C:53]1C2N=NNC=2C=CC=1>CN(C)C=O.C(OCC)(=O)C.C(N(CC)CC)C>[CH:1]1([CH:7]([NH:20][C:21]2[CH:22]=[CH:23][C:24]([C:53]([N:31]([CH3:30])[CH2:32][CH2:33][C:34]([OH:36])=[O:35])=[O:52])=[CH:28][CH:29]=2)[C:8]2[CH:12]=[C:11]([C:13]3[CH:14]=[N:15][N:16]([CH3:18])[CH:17]=3)[O:10][C:9]=2[CH3:19])[CH2:6][CH2:5][CH2:4][CH2:3][CH2:2]1 |f:2.3,4.5|. Procedure: A solution of 4-({cyclohexyl[2-methyl-5-(1-methyl-1H-pyrazol-4-yl)furan-3-yl]methyl}amino)benzoic acid (198 mg), ethyl 3-(methylamino)propanoate (79 mg), 1-ethyl-3-(3-dimethylaminopropyl)carbodiimide hydrochloride (115 mg), hydroxybenzotriazole monohydrate (92 mg) and triethylamine (84 μL) in N,N-dimethylformamide (10 mL) was stirred at room temperature for 4 hr. Ethyl acetate was added, the mixture was washed with saturated aqueous sodium hydrogen carbonate solution and water, and the organic l... The reactants are N#Cc1ccccc1N1CCNCC1, CO, ClCCl, ClCCl, CC(=O)N1CCc2c(c(-c3ccc(C(F)(F)F)cc3)nn2CC2CO2)C1, O. The product is CC(=O)N1CCc2c(c(-c3ccc(C(F)(F)F)cc3)nn2CC(O)CN2CCN(c3ccccc3C#N)CC2)C1. As a reaction SMILES: [C:27](#[N:28])[c:29]1[c:30]([N:35]2[CH2:36][CH2:37][NH:38][CH2:39][CH2:40]2)[cH:31][cH:32][cH:33][cH:34]1.[CH3:41][OH:42].[Cl:43][CH2:44][Cl:45].[Cl:46][CH2:47][Cl:48].[O:1]1[CH:2]([CH2:4][n:5]2[n:6][c:7](-[c:17]3[cH:18][cH:19][c:20]([C:23]([F:24])([F:25])[F:26])[cH:21][cH:22]3)[c:8]3[c:13]2[CH2:12][CH2:11][N:10]([C:14]([CH3:15])=[O:16])[CH2:9]3)[CH2:3]1.[OH2:49]>>[OH:1][CH:2]([CH2:3][N:38]1[CH2:37][CH2:36][N:35]([c:30]2[c:29]([C:27]#[N:28])[cH:34][cH:33][cH:32][cH:31]2)[CH2:40][CH2:39]1)[CH2:4][n:5]1[n:6][c:7](-[c:17]2[cH:18][cH:19][c:20]([C:23]([F:24])([F:25])[F:26])[cH:21][cH:22]2)[c:8]2[c:13]1[CH2:12][CH2:11][N:10]([C:14]([CH3:15])=[O:16])[CH2:9]2. Reactants: C1(CCCCC1)C[C@@H](CNCC)NC(OC(C)(C)C)=O ((S)-tert-butyl 1-cyclohexyl-3-(ethylamino)propan-2-ylcarbamate), C(=O)(OCC[Si](C)(C)C)ON1C(=O)CCC1=O (TeocOSu), TEA, C1CCOC1 (THF). Run at time 30 minute. Product: C1(CCCCC1)CCCOC(NCC)=O (3-cyclohexylpropyl-(ethyl)carbamate). Isolated yield 45.0%. As a reaction SMILES: [CH:1]1([CH2:7][C@H:8](NC(=O)OC(C)(C)C)[CH2:9]NCC)[CH2:6][CH2:5][CH2:4][CH2:3][CH2:2]1.C(O[N:31]1[C:36](=[O:37])C[CH2:34][C:32]1=O)(OCC[Si](C)(C)C)=O.C1C[O:41]CC1>>[CH:1]1([CH2:7][CH2:8][CH2:9][O:41][C:36](=[O:37])[NH:31][CH2:32][CH3:34])[CH2:2][CH2:3][CH2:4][CH2:5][CH2:6]1. Reported procedure: To a solution of (S)-tert-butyl 1-cyclohexyl-3-(ethylamino)propan-2-ylcarbamate (338 mg) and TeocOSu (386 mg, 1.49 mmol) in THF was added TEA (0.6 mL). The resulting solution was stirred at rt for 30 min and evaporated. The residue was purified through chromatography on silica gel to give (S)-2-(trimethylsilyl)ethyl 2-(N-tert-butoxycarbonyl)amino)-3-cyclohexylpropyl-(ethyl)carbamate (287 mg, 45% over 2 steps). The reactants are NC=1C=C2C(=C(N=NC2=CC1)C(=O)OCC)O (ethyl 6-amino-4-hydroxycinnolin-3-yl carboxylate), N(=O)[O-].[Na+] (sodium nitrite), cuprous cyanide, [C-]#N.[Na+] (sodium cyanide). Solvent: O (water), Cl (hydrochloric acid), O (water), O (water). Conditions: temperature 0 celsius. The product is C(#N)C=1C=C2C(=C(N=NC2=CC1)C(=O)OCC)O (ethyl 6-cyano-4-hydroxycinnolin-3-yl carboxylate). As a reaction SMILES: N[C:2]1[CH:3]=[C:4]2[C:9](=[CH:10][CH:11]=1)[N:8]=[N:7][C:6]([C:12]([O:14][CH2:15][CH3:16])=[O:13])=[C:5]2[OH:17].N([O-])=O.[Na+].[C-:22]#[N:23].[Na+]>O.Cl>[C:22]([C:2]1[CH:3]=[C:4]2[C:9](=[CH:10][CH:11]=1)[N:8]=[N:7][C:6]([C:12]([O:14][CH2:15][CH3:16])=[O:13])=[C:5]2[OH:17])#[N:23] |f:1.2,3.4|. Procedure details: A suspension of ethyl 6-amino-4-hydroxycinnolin-3-yl carboxylate (1.164 g.) in water (10 ml.) and concentrated hydrochloric acid (1.0 ml.) was stirred at 0° C. in an ice-salt bath, and a solution of sodium nitrite (0.5 g.) in water (3 ml.) was added during 5 minutes, maintaining the temperature at 0°-5° C. The mixture was stirred at 0° C. for 10 minutes, and this mixture was then added dropwise to a stirred solution of cuprous cyanide (0.54 g.) and sodium cyanide (0.6 g.) in water (4 ml.), heate... Starting materials: CO, O=C1CC2(CCCC2)CC(=O)N1CCCl, Fc1ccc(F)c(N2CCNCC2)c1. Product: O=C1CC2(CCCC2)CC(=O)N1CCN1CCN(c2cc(F)ccc2F)CC1. RXN SMILES: [CH3:30][OH:31].[Cl:15][CH2:16][CH2:17][N:18]1[C:19](=[O:29])[CH2:20][C:21]2([CH2:22][CH2:23][CH2:24][CH2:25]2)[CH2:26][C:27]1=[O:28].[F:1][c:2]1[c:3]([N:9]2[CH2:10][CH2:11][NH:12][CH2:13][CH2:14]2)[cH:4][c:5]([F:8])[cH:6][cH:7]1>>[F:1][c:2]1[c:3]([N:9]2[CH2:10][CH2:11][N:12]([CH2:16][CH2:17][N:18]3[C:19](=[O:29])[CH2:20][C:21]4([CH2:22][CH2:23][CH2:24][CH2:25]4)[CH2:26][C:27]3=[O:28])[CH2:13][CH2:14]2)[cH:4][c:5]([F:8])[cH:6][cH:7]1. Yields the product C(C)OC(C(CCC(=O)OCC)(C1=CC=CC=C1)C(=O)OCC)=O (2-ethoxycarbonyl-2-phenylpentanedioic acid diethyl ester). Run in C1CCOC1 (THF). Isolated yield 109.7%. Procedure: Sodium hydride (520 mg) was dissolved in THF (7 ml), and the solution was cooled to 0° C. and thereto were added diethyl 2-phenylmalonate (2.36 g) and tetrabutyl ammonium iodide (6 mg). The resulting mixture was stirred at room temperature for 0.5 hour and ethyl 3-bromopropionate (1.3 g) was added. The mixture was stirred at room temperature for 4 hours. The reaction solution was filtered through a Celite, and the filtrate was concentrated and purified by column chromatography on silica gel (eth... As a reaction SMILES: [H-].[Na+].[C:3]1([CH:9]([C:15]([O:17][CH2:18][CH3:19])=[O:16])[C:10]([O:12][CH2:13][CH3:14])=[O:11])[CH:8]=[CH:7][CH:6]=[CH:5][CH:4]=1.Br[CH2:21][CH2:22][C:23]([O:25][CH2:26][CH3:27])=[O:24]>C1COCC1.[I-].C([N+](CCCC)(CCCC)CCCC)CCC>[CH2:18]([O:17][C:15](=[O:16])[C:9]([C:10]([O:12][CH2:13][CH3:14])=[O:11])([C:3]1[CH:4]=[CH:5][CH:6]=[CH:7][CH:8]=1)[CH2:21][CH2:22][C:23]([O:25][CH2:26][CH3:27])=[O:24])[CH3:19] |f:0.1,5.6|. The reactants are C1(=CC=CC=C1)C(C(=O)OCC)C(=O)OCC (diethyl 2-phenylmalonate), [H-].[Na+] (Sodium hydride), BrCCC(=O)OCC (ethyl 3-bromopropionate). The reagents and catalysts are [I-].C(CCC)[N+](CCCC)(CCCC)CCCC (tetrabutyl ammonium iodide). Run at temperature 0 celsius, time 0.5 hour.